From a dataset of the Open Reaction Database (ORD), a public repository of structured organic reaction records. describe an organic reaction: reactants, conditions, products, and yield Starting materials: C(C)(=O)O[BH-](OC(C)=O)OC(C)=O.[Na+] (sodium triacetoxyborohydride), CC1NC(CC1)C (2,5-dimethylpyrrolidine), C(C)(=O)O (acetic acid), NC1=NC2=CC=C(C=C2C(=N1)C(=O)N1CC2=CC=CC=C2C1)C1=C(C=O)C=CC=C1 (2-[2-amino-4-(1,3-dihydroisoindole-2-carbonyl)quinazolin-6-yl]benzaldehyde). The solvent is ClCCCl (1,2-dichloroethane), O (water), O1CCCC1 (tetrahydrofuran). Conditions: temperature 60 celsius, time 6 hour. Product: NC1=NC2=CC=C(C=C2C(=N1)C(=O)N1CC2=CC=CC=C2C1)C1=C(C=CC=C1)CN1C(CCC1C)C ({2-Amino-6-[2-(2,5-dimethylpyrrolidin-1-ylmethyl)phenyl]quinazolin-4-yl}-(1,3-dihydroisoindol-2-yl)methanone). Reaction SMILES: [NH2:1][C:2]1[N:11]=[C:10]([C:12]([N:14]2[CH2:22][C:21]3[C:16](=[CH:17][CH:18]=[CH:19][CH:20]=3)[CH2:15]2)=[O:13])[C:9]2[C:4](=[CH:5][CH:6]=[C:7]([C:23]3[CH:30]=[CH:29][CH:28]=[CH:27][C:24]=3[CH:25]=O)[CH:8]=2)[N:3]=1.[CH3:31][CH:32]1[CH2:36][CH2:35][CH:34]([CH3:37])[NH:33]1.C(O)(=O)C.C(O[BH-](OC(=O)C)OC(=O)C)(=O)C.[Na+]>ClCCCl.O1CCCC1.O>[NH2:1][C:2]1[N:11]=[C:10]([C:12]([N:14]2[CH2:22][C:21]3[C:16](=[CH:17][CH:18]=[CH:19][CH:20]=3)[CH2:15]2)=[O:13])[C:9]2[C:4](=[CH:5][CH:6]=[C:7]([C:23]3[CH:30]=[CH:29][CH:28]=[CH:27][C:24]=3[CH2:25][N:33]3[CH:34]([CH3:37])[CH2:35][CH2:36][CH:32]3[CH3:31])[CH:8]=2)[N:3]=1 |f:3.4|. Procedure: 150 mg of 2-[2-amino-4-(1,3-dihydroisoindole-2-carbonyl)quinazolin-6-yl]benzaldehyde are dissolved in 3 ml of 1,2-dichloroethane and 3 ml of tetrahydrofuran. 65 μl of 2,5-dimethylpyrrolidine and 22 μl of glacial acetic acid are added, and the mixture is stirred at 60° C. for 6 h. After cooling to 25° C., 170 mg of sodium triacetoxyborohydride are added and stirred at 25° C. for a further 12 h. The mixture is poured into water, extracted three times with dichloromethane, and the combined organic ... Reactants: N1=C(C=CC=C1)N1CCNCC1 (1-pyridin-2-ylpiperazine), FC(C1=CC=C(C=C1)NC(CCl)=O)(F)F (N-(4-trifluoromethylphenyl)-2-chloroacetamide), C([O-])([O-])=O.[Na+].[Na+] (sodium carbonate). Run in CN(C=O)C.O (N,N-dimethylformamide water). Run at time 18 hour. The product is N1=C(C=CC=C1)N1CCN(CC1)CC(=O)NC1=CC=C(C=C1)C(F)(F)F (2-[4-(2-pyridinyl)-1-piperazinyl]-N-[4-(trifluoromethyl)phenyl]acetamide). The yield is 36.6%. RXN SMILES: [N:1]1[CH:6]=[CH:5][CH:4]=[CH:3][C:2]=1[N:7]1[CH2:12][CH2:11][NH:10][CH2:9][CH2:8]1.[F:13][C:14]([F:27])([F:26])[C:15]1[CH:20]=[CH:19][C:18]([NH:21][C:22](=[O:25])[CH2:23]Cl)=[CH:17][CH:16]=1.C(=O)([O-])[O-].[Na+].[Na+]>CN(C)C=O.O>[N:1]1[CH:6]=[CH:5][CH:4]=[CH:3][C:2]=1[N:7]1[CH2:8][CH2:9][N:10]([CH2:23][C:22]([NH:21][C:18]2[CH:19]=[CH:20][C:15]([C:14]([F:13])([F:26])[F:27])=[CH:16][CH:17]=2)=[O:25])[CH2:11][CH2:12]1 |f:2.3.4,5.6|. Procedure details: A mixture of 1-pyridin-2-ylpiperazine (24 mg, 0.15 mmol, Aldrich), N-(4-trifluoromethylphenyl)-2-chloroacetamide (48 mg, 0.20 mmol, Maybridge) and sodium carbonate (50 mg) in N,N-dimethylformamide/water (2:1, 2 mL) was shaken at room temperature for 18 hours. The resulting mixture was decanted, concentrated under reduced pressure and the residue purified by preparative HPLC to provide 20 mg (37%) of the desired product. 1H NMR (500 MHz, DMSO-d6) δ 2.60 (t, J=4 Hz, 4H), 3.21 (s, 2H), 3.58 (t, J=4... The yield is 102.4%. Run at time 8 hour. The solvent is C(C)#N (ACN). Product: crude compound, FC1=CC=C(C=C1)S(=O)(=O)F (4-Fluorobenzenesulfonyl fluoride). The reagents and catalysts are C1COCCOCCOCCOCCOCCO1 (18-crown-6). Reaction SMILES: [F:1][C:2]1[CH:7]=[CH:6][C:5]([S:8](Cl)(=[O:10])=[O:9])=[CH:4][CH:3]=1.[F-:12].[K+].C([O-])(O)=O.[Na+]>C(#N)C.C1OCCOCCOCCOCCOCCOC1>[F:1][C:2]1[CH:7]=[CH:6][C:5]([S:8]([F:12])(=[O:10])=[O:9])=[CH:4][CH:3]=1 |f:1.2,3.4|. Procedure: To a solution of compound 4-Fluorobenzenesulfonyl chloride (50 g, 0.256 mol) in ACN (500 mL) was added KF (74.36 g, 5 eq) and 18-crown-6 (2 g) at r.t., then the mixture was stirred at r.t. overnight. The mixture was detected by LC-MS, then saturated aqueous NaHCO3 was added and the mixture was extracted with EtOAc, the organic layer was washed with saturated aqueous NaHCO3, brine, dried over anhydrous Na2SO4, concentrated to give the crude compound 4-Fluorobenzenesulfonyl fluoride (46.70 g) as p... Starting materials: C(=O)(O)[O-].[Na+] (NaHCO3), FC1=CC=C(C=C1)S(=O)(=O)Cl (4-Fluorobenzenesulfonyl chloride), [F-].[K+] (KF).